This data is from the Open Reaction Database (ORD), a public repository of structured organic reaction records. The task is: describe an organic reaction: reactants, conditions, products, and yield Starting materials: CC(C)(C)OC(=O)N1CC(CO)C(c2ccc(OCCCOCc3ccccc3)cc2)C(OCc2ccc3ccccc3c2)C1, O=C([O-])Cl, N, C1CCOC1. Yields the product CC(C)(C)OC(=O)N1CC(COC(N)=O)C(c2ccc(OCCCOCc3ccccc3)cc2)C(OCc2ccc3ccccc3c2)C1. As a reaction SMILES: [CH2:1]([c:2]1[cH:3][cH:4][cH:5][cH:6][cH:7]1)[O:8][CH2:9][CH2:10][CH2:11][O:12][c:13]1[cH:14][cH:15][c:16]([CH:19]2[CH:20]([CH2:44][OH:45])[CH2:21][N:22]([C:37](=[O:38])[O:39][C:40]([CH3:41])([CH3:42])[CH3:43])[CH2:23][CH:24]2[O:25][CH2:26][c:27]2[cH:28][c:29]3[cH:30][cH:31][cH:32][cH:33][c:34]3[cH:35][cH:36]2)[cH:17][cH:18]1.[Cl:46][C:47](=[O:48])[O-:49].[NH3:50].[O:51]1[CH2:52][CH2:53][CH2:54][CH2:55]1>>[CH2:1]([c:2]1[cH:3][cH:4][cH:5][cH:6][cH:7]1)[O:8][CH2:9][CH2:10][CH2:11][O:12][c:13]1[cH:14][cH:15][c:16]([CH:19]2[CH:20]([CH2:44][O:45][C:47](=[O:49])[NH2:50])[CH2:21][N:22]([C:37](=[O:38])[O:39][C:40]([CH3:41])([CH3:42])[CH3:43])[CH2:23][CH:24]2[O:25][CH2:26][c:27]2[cH:28][c:29]3[cH:30][cH:31][cH:32][cH:33][c:34]3[cH:35][cH:36]2)[cH:17][cH:18]1.